Dataset: the Open Reaction Database (ORD), a public repository of structured organic reaction records. Task: describe an organic reaction: reactants, conditions, products, and yield The reactants are [Br-], Br, O=C(O)C=CC(=O)O, O=C([O-])[O-], Cc1ccc(C2=CCN(C)CC2)cc1, ClC(Cl)Cl, [K+], [K+], [Na+], [Na+], [OH-], O. Product: Cc1ccc(C23CCN(C)CC2O3)cc1. Reaction SMILES: [Br-:24].[Br:25].[C:1]([OH:2])(=[O:3])[CH:4]=[CH:6][C:7](=[O:5])[OH:8].[C:26](=[O:27])([O-:28])[O-:29].[CH3:9][N:10]1[CH2:11][CH2:12][C:13]([c:16]2[cH:17][cH:18][c:19]([CH3:22])[cH:20][cH:21]2)=[CH:14][CH2:15]1.[CH:35]([Cl:36])([Cl:37])[Cl:38].[K+:30].[K+:31].[Na+:23].[Na+:33].[OH-:32].[OH2:34]>>[O:5]1[C:13]2([c:16]3[cH:17][cH:18][c:19]([CH3:22])[cH:20][cH:21]3)[CH2:12][CH2:11][N:10]([CH3:9])[CH2:15][CH:14]12. Reactants: NC=1C(N(C(=NC1C1=CC=NC=C1)NCC(CC1=CC=CC=C1)N)C)=O (5-amino-2-(2-amino-3-phenyl-propylamino)-3-methyl-6-pyridin-4-yl-3H-pyrimidin-4-one), C1(OC(C2=CC=CC=C12)=O)=O (isobenzofuran-1,3-dione), C(=O)(C(F)(F)F)O (TFA). The solvent is C(Cl)Cl (CH2Cl2), CN(C)C=O (DMF). Reaction conditions: temperature 150 celsius, time 6 hour. The product is NC(CNC=1N(C(C(=C(N1)C1=CC=NC=C1)N1C(C2=CC=CC=C2C1=O)=O)=O)C)CC1=CC=CC=C1 (2-[2-(2-Amino-3-phenyl-propylamino)-1-methyl-6-oxo-4-pyridin-4-yl-1,6-dihydro-pyrimidin-5-yl]-isoindole-1,3-dione). As a reaction SMILES: [NH2:1][C:2]1[C:3](=[O:26])[N:4]([CH3:25])[C:5]([NH:14][CH2:15][CH:16]([NH2:24])[CH2:17][C:18]2[CH:23]=[CH:22][CH:21]=[CH:20][CH:19]=2)=[N:6][C:7]=1[C:8]1[CH:13]=[CH:12][N:11]=[CH:10][CH:9]=1.[C:27]1(=O)[C:35]2[C:30](=[CH:31][CH:32]=[CH:33][CH:34]=2)[C:29](=[O:36])[O:28]1.C(O)(C(F)(F)F)=O>CN(C=O)C.C(Cl)Cl>[NH2:24][CH:16]([CH2:17][C:18]1[CH:19]=[CH:20][CH:21]=[CH:22][CH:23]=1)[CH2:15][NH:14][C:5]1[N:4]([CH3:25])[C:3](=[O:26])[C:2]([N:1]2[C:27](=[O:28])[C:35]3[C:30](=[CH:31][CH:32]=[CH:33][CH:34]=3)[C:29]2=[O:36])=[C:7]([C:8]2[CH:13]=[CH:12][N:11]=[CH:10][CH:9]=2)[N:6]=1. Procedure details: A mixture of 5-amino-2-(2-amino-3-phenyl-propylamino)-3-methyl-6-pyridin-4-yl-3H-pyrimidin-4-one (100 mg, 0.22 mmol), and isobenzofuran-1,3-dione (50 mg, 0.33 mmol) in DMF (0.5 mL) was heated under microwave irradiation (150° C.) for 10 min. The cooled mixture was diluted with CH2Cl2 (2 mL) followed by the addition of TFA (1 nL). After being stirred at room temperature for 6 h, the mixture was concentrated, partitioned between NaHCO3 (aq) and CH2Cl2. The organic residue was purified on silica (1...